Task: describe an organic reaction: reactants, conditions, products, and yield. Dataset: the Open Reaction Database (ORD), a public repository of structured organic reaction records Starting materials: BrC1=CC(=C(N)C(=C1)F)F (4-bromo-2,6-difluoroaniline), C(CCC)OC=1C=C(C=CC1)B(O)O (3-butoxyphenylboronic acid). The product is FC=1C=C(C=C(C1N)F)C1=CC(=CC=C1)OCCCC (3,5-difluoro-3′-butoxybiphenyl-4-amine). Yield: 39.1%. RXN SMILES: Br[C:2]1[CH:8]=[C:7]([F:9])[C:5]([NH2:6])=[C:4]([F:10])[CH:3]=1.[CH2:11]([O:15][C:16]1[CH:17]=[C:18](B(O)O)[CH:19]=[CH:20][CH:21]=1)[CH2:12][CH2:13][CH3:14]>>[F:10][C:4]1[CH:3]=[C:2]([C:20]2[CH:19]=[CH:18][CH:17]=[C:16]([O:15][CH2:11][CH2:12][CH2:13][CH3:14])[CH:21]=2)[CH:8]=[C:7]([F:9])[C:5]=1[NH2:6]. Procedure details: The title compound (0.104 g) was prepared from 4-bromo-2,6-difluoroaniline (0.2 g, 0.96 mmol) and 3-butoxyphenylboronic acid (0.242 g, 1.2 mmol) as a colourless liquid.